Dataset: the Open Reaction Database (ORD), a public repository of structured organic reaction records. Task: describe an organic reaction: reactants, conditions, products, and yield As a reaction SMILES: [N+:1]([C:4]1[CH:17]=[C:16]([C:18]2[S:19][CH:20]=[CH:21][CH:22]=2)[CH:15]=[CH:14][C:5]=1[O:6][Si:7]([C:10]([CH3:13])([CH3:12])[CH3:11])([CH3:9])[CH3:8])([O-])=O.CO>C(OCC)(=O)C.C(N(CC)CC)C>[NH2:1][C:4]1[CH:17]=[C:16]([C:18]2[S:19][CH:20]=[CH:21][CH:22]=2)[CH:15]=[CH:14][C:5]=1[O:6][Si:7]([C:10]([CH3:13])([CH3:12])[CH3:11])([CH3:9])[CH3:8]. Starting materials: [N+](=O)([O-])C1=C(O[Si](C)(C)C(C)(C)C)C=CC(=C1)C=1SC=CC1 ((2-Nitro-4-(thiophen-2-yl)phenoxy)(tert-butyl)dimethylsilane), CO (methanol). Product: NC1=C(O[Si](C)(C)C(C)(C)C)C=CC(=C1)C=1SC=CC1 ((2-Amino-4-(thiophen-2-yl)phenoxy)(tert-butyl)dimethylsilane). The yield is 41.0%. Reported procedure: Following the same procedure described for Example 48, step 3 (scheme 36) but substituting compound 171 for compound 299 and using ethyl acetate and triethylamine as a solvent instead methanol, the title compound 300 was obtained in 41% yield over two steps. MS: calc: 305.5; found: 306.1 (M+H). Solvent: C(C)N(CC)CC (triethylamine), C(C)(=O)OCC (ethyl acetate). The reactants are CCCCCC#N, CC(=O)[O-], CC(=O)[O-], CCCCCCCCCCCC#N, NCCO, O, O, [Zn+2]. Product: CCCCCC1=NCCO1. RXN SMILES: [C:1]([CH2:2][CH2:3][CH2:4][CH2:5][CH3:6])#[N:7].[C:27]([O-:28])(=[O:29])[CH3:30].[C:32]([O-:33])(=[O:34])[CH3:35].[CH2:8]([C:9]#[N:10])[CH2:11][CH2:12][CH2:13][CH2:14][CH2:15][CH2:16][CH2:17][CH2:18][CH2:19][CH3:20].[NH2:21][CH2:22][CH2:23][OH:24].[OH2:25].[OH2:26].[Zn+2:31]>>[C:1]1([CH2:2][CH2:3][CH2:4][CH2:5][CH3:6])=[N:7][CH2:22][CH2:23][O:24]1. The reactants are BrC=1NC=CC1C1=CC=C(C=C1)Cl (2-bromo-3-(p-chlorophenyl)pyrrole), ClS(=O)(=O)N=C=O (chlorosulfonyl isocyanate), CN(C=O)C (dimethylformamide), O (water), solid. Run in C(OC)COC (dimethoxyethane). Reaction conditions: time 8 hour. Yields the product BrC1=C(C=C(N1)C#N)C1=CC=C(C=C1)Cl (5-bromo-4-(p-chlorophenyl)pyrrole-2-carbonitrile). Yield: 33151.5%. As a reaction SMILES: [Br:1][C:2]1[NH:3][CH:4]=[CH:5][C:6]=1[C:7]1[CH:12]=[CH:11][C:10]([Cl:13])=[CH:9][CH:8]=1.ClS([N:18]=[C:19]=O)(=O)=O.CN(C)C=O.O>C(COC)OC>[Br:1][C:2]1[NH:3][C:4]([C:19]#[N:18])=[CH:5][C:6]=1[C:7]1[CH:8]=[CH:9][C:10]([Cl:13])=[CH:11][CH:12]=1. Reported procedure: A freshly prepared sample of 2-bromo-3-(p-chlorophenyl)pyrrole (4.0 g., 0.015 mmol) is dissolved in dry dimethoxyethane (25 mL). Then while holding the temperature below 25° C., chlorosulfonyl isocyanate (3.08 g., 0.022 mmol) is added. After stirring overnight, the solution is treated with dimethylformamide (6 mL) and stirred for 3 hours. Finally, the solution is poured into water precipitating a brown solid (3.8 g, 90%). Dry column chromatography (80/20 hexane/ethyl acetate) yields 1.4 g (33%) ...